This data is from the Open Reaction Database (ORD), a public repository of structured organic reaction records. The task is: describe an organic reaction: reactants, conditions, products, and yield Starting materials: ClCCCCC#N (5-Chlorovaleronitrile), N1CCCCC1 (piperidine), C([O-])([O-])=O.[K+].[K+] (potassium carbonate), [I-].[K+] (potassium iodide), [H-].[Al+3].[Li+].[H-].[H-].[H-] (lithium aluminium hydride), saturated solution, [Na].C(=O)([O-])C(O)C(O)C(=O)[O-].[K+].[K+] (sodium potassium tartrate). The solvent is C(C)O (ethanol), O1CCCC1 (tetrahydrofurane), O (water). Product: N1(CCCCC1)CCCCCN (5-Piperidinopentylamine). Yield: 59.0%. As a reaction SMILES: Cl[CH2:2][CH2:3][CH2:4][CH2:5][C:6]#[N:7].[NH:8]1[CH2:13][CH2:12][CH2:11][CH2:10][CH2:9]1.C(=O)([O-])[O-].[K+].[K+].[I-].[K+].[H-].[Al+3].[Li+].[H-].[H-].[H-].[Na].C(C(C(C([O-])=O)O)O)([O-])=O.[K+].[K+]>C(O)C.O1CCCC1.O>[N:7]1([CH2:13][CH2:12][CH2:11][CH2:10][CH2:9][NH2:8])[CH2:6][CH2:5][CH2:4][CH2:3][CH2:2]1 |f:2.3.4,5.6,7.8.9.10.11.12,13.14.15.16,^1:27|. Procedure details: 5-Chlorovaleronitrile (10 mmol), 20 mmol of piperidine, 20 mmol of potassium carbonate and a catalytic amount of potassium iodide in 50 ml of ethanol were refluxed for 6 hours. The solvent was removed under reduced pressure, the residue suspended in water and extracted with methylene chloride. The organic layer was purified by column chromatography on silica gel using methylene chloride/methanol/aqueous ammonia (90/10/1) as eluent (Yield: 59%). The product was added dropwise to a suspension of 2... Reactants: N(=[N+]=[N-])C1CC(CN(CC1)C(=O)OC(C)(C)C)(C)O (tert-butyl 5-azido-3-hydroxy-3-methylazepane-1-carboxylate), O (water), ClC1=C(C=NN1C)[N+](=O)[O-] (5-chloro-1-methyl-4-nitro-1H-pyrazole), [F-].[K+] (potassium fluoride). Run in C(Cl)Cl (DCM), FC(C(=O)O)(F)F (trifluoroacetic acid), CS(=O)C (DMSO). Conditions: temperature 70 celsius. Product: N(=[N+]=[N-])C1CC(CN(CC1)C1=C(C=NN1C)[N+](=O)[O-])(O)C (5-azido-3-methyl-1-(1-methyl-4-nitro-1H-pyrazol-5-yl)azepan-3-ol). RXN SMILES: [N:1]([CH:4]1[CH2:10][CH2:9][N:8]([C:11](OC(C)(C)C)=O)[CH2:7][C:6]([OH:19])([CH3:18])[CH2:5]1)=[N+:2]=[N-:3].Cl[C:21]1[N:25](C)[N:24]=[CH:23][C:22]=1[N+:27]([O-:29])=[O:28].[F-].[K+].O>C(Cl)Cl.FC(F)(F)C(O)=O.CS(C)=O>[N:1]([CH:4]1[CH2:10][CH2:9][N:8]([C:11]2[N:24]([CH3:23])[N:25]=[CH:21][C:22]=2[N+:27]([O-:29])=[O:28])[CH2:7][C:6]([CH3:18])([OH:19])[CH2:5]1)=[N+:2]=[N-:3] |f:2.3|. Reported procedure: A solution of tert-butyl 5-azido-3-hydroxy-3-methylazepane-1-carboxylate (0.8 g, 3 mmol) in DCM (15 mL) and trifluoroacetic acid (5 mL) was stirred at room temperature for 1.5 hr and then concentrated under reduced pressure. The residue was dissolved in the minimum volume of DCM, loaded onto an SCX column, washed with DCM and MeOH and eluted with 1 N ammonia in MeOH. The solvent was removed under reduced pressure. To a solution of the residue in anhydrous DMSO (10 mL) was added 5-chloro-1-methyl...